Task: describe an organic reaction: reactants, conditions, products, and yield. Dataset: the Open Reaction Database (ORD), a public repository of structured organic reaction records RXN SMILES: [C:1]1([C:7]2([CH2:12][CH2:13][CH2:14]Cl)OCC[O:8]2)[CH:6]=[CH:5][CH:4]=[CH:3][CH:2]=1.[C:16](=[O:19])([O-])[O-].[K+].[K+].[OH:22][C:23]1[CH:32]=[CH:31][C:26]([C:27]([O:29][CH3:30])=[O:28])=[CH:25][CH:24]=1.[CH3:33]N(C)C=O>O>[CH2:16]1[O:19][C:27]([O:28][CH3:33])([C:26]2[CH:25]=[CH:24][C:23]([O:22][CH2:14][CH2:13][CH2:12][C:7](=[O:8])[C:1]3[CH:6]=[CH:5][CH:4]=[CH:3][CH:2]=3)=[CH:32][CH:31]=2)[O:29][CH2:30]1 |f:1.2.3|. Run in O (water). The reactants are C1(=CC=CC=C1)C1(OCCO1)CCCCl (2-phenyl-2-(3-chloropropyl)-1,3-dioxolane), C([O-])([O-])=O.[K+].[K+] (potassium carbonate), OC1=CC=C(C(=O)OC)C=C1 (methyl 4-hydroxybenzoate), CN(C=O)C (dimethylformamide). Yields the product C1COC(C2=CC=C(C=C2)OCCCC(C2=CC=CC=C2)=O)(OC)O1 (Methyl 4-(4-oxo-4-Phenylbutoxy)Benzoate Ethylene Acetal). Reported procedure: Crude 2-phenyl-2-(3-chloropropyl)-1,3-dioxolane (21.0 g), potassium carbonate (14.0 g; 0.101 moles) and methyl 4-hydroxybenzoate (14.0 g, 0.092 moles) were heated in dimethylformamide (100 ml) for 21 hours. The mixture was diluted with water (250 ml) and extracted with dichloromethane (500 ml). The dichloromethane extract was washed with saturated sodium bicarbonate solution and then with water. The organic extract was concentrated in vacuo to give the product as a brown solid (27.3 g).